Dataset: the Open Reaction Database (ORD), a public repository of structured organic reaction records. Task: describe an organic reaction: reactants, conditions, products, and yield The reactants are BrC1=CC=C(C=N1)C(=O)N1CCN(CC1)C1=NC=C(C=C1C)C ((6-bromopyridin-3-yl)[4-(3,5-dimethylpyridin-2-yl)piperazin-1-yl]methanone), C[C@H]1CNC(O1)=O ((S)-5-methyloxazolidin-2-one). Yields the product CC=1C(=NC=C(C1)C)N1CCN(CC1)C(=O)C=1C=CC(=NC1)N1C(O[C@H](C1)C)=O ((S)-3-{5-[4-(3,5-dimethylpyridin-2-yl)piperazine-1-carbonyl]pyridin-2-yl}-5-methyloxazolidin-2-one). Isolated yield 89.6%. Reaction SMILES: Br[C:2]1[N:7]=[CH:6][C:5]([C:8]([N:10]2[CH2:15][CH2:14][N:13]([C:16]3[C:21]([CH3:22])=[CH:20][C:19]([CH3:23])=[CH:18][N:17]=3)[CH2:12][CH2:11]2)=[O:9])=[CH:4][CH:3]=1.[CH3:24][C@@H:25]1[O:29][C:28](=[O:30])[NH:27][CH2:26]1>>[CH3:22][C:21]1[C:16]([N:13]2[CH2:14][CH2:15][N:10]([C:8]([C:5]3[CH:4]=[CH:3][C:2]([N:27]4[CH2:26][C@H:25]([CH3:24])[O:29][C:28]4=[O:30])=[N:7][CH:6]=3)=[O:9])[CH2:11][CH2:12]2)=[N:17][CH:18]=[C:19]([CH3:23])[CH:20]=1. Reported procedure: By reaction and treatment in the same manner as in Example 1 and using (6-bromopyridin-3-yl)[4-(3,5-dimethylpyridin-2-yl)piperazin-1-yl]methanone (748 mg) described in Preparation Example 73 and (S)-5-methyloxazolidin-2-one (243 mg) described in Preparation Example 42, the title compound (706 mg) was obtained. RXN SMILES: C[O:2][C:3](=[O:20])[C:4]1[CH:9]=[C:8]([N+:10]([O-:12])=[O:11])[C:7]([N:13](C(=O)C)[CH3:14])=[CH:6][C:5]=1[O:18][CH3:19].[OH-].[Na+]>C(O)C>[CH3:19][O:18][C:5]1[CH:6]=[C:7]([NH:13][CH3:14])[C:8]([N+:10]([O-:12])=[O:11])=[CH:9][C:4]=1[C:3]([OH:20])=[O:2] |f:1.2|. The solvent is C(C)O (ethanol). Yields the product COC1=C(C(=O)O)C=C(C(=C1)NC)[N+](=O)[O-] (2-Methoxy-4-methylamino-5-nitro-benzoic acid). Starting materials: COC(C1=C(C=C(C(=C1)[N+](=O)[O-])N(C)C(C)=O)OC)=O (4-(Acetyl-methyl-amino)-2-methoxy-5-nitro-benzoic acid methyl ester), [OH-].[Na+] (NaOH). Procedure: Prepared analogously to example 547b from 4-(Acetyl-methyl-amino)-2-methoxy-5-nitro-benzoic acid methyl ester and NaOH in ethanol. The reactants are C1(=CC=CC=C1)S(=O)(=O)O.COC1=C2CCCC(C2=CC=C1)=NO (5-methoxy-tetralone-1-oxime benzenesulfonate), C(C)(=O)O (acetic acid). Solvent: O (water). Yields the product COC1=CC=CC2=C1CCCC(N2)=O (6-methoxy-2,3,4,5-tetrahydro-1H-1-benzazepin-2-one). Yield: 75.7%. RXN SMILES: C1(S(O)(=O)=[O:8])C=CC=CC=1.[CH3:11][O:12][C:13]1[CH:22]=[CH:21][CH:20]=[C:19]2[C:14]=1[CH2:15][CH2:16][CH2:17][C:18]2=[N:23]O.C(O)(=O)C>O>[CH3:11][O:12][C:13]1[C:14]2[CH2:15][CH2:16][CH2:17][C:18](=[O:8])[NH:23][C:19]=2[CH:20]=[CH:21][CH:22]=1 |f:0.1|. Reported procedure: 9.7 g (0.029 mole) of 5-methoxy-tetralone-1-oxime benzenesulfonate in 800-900 ml of 50% strength acetic acid are kept on a waterbath until completely dissolved (about 60 minutes). The solution is then diluted with twice its volume of water and the mixture is repeatedly extracted with ether. The combined ether extracts are washed first with aqueous bicarbonate solution and then repeatedly with water, and are dried and concentrated. The residue which remains crystallizes on being left to stand, an... The reactants are CC1=CC(=NC(=C1)C)NC(CNC1=CC=C(C=C1)[N+](=O)[O-])=O (N-(4,6-dimethyl-pyridin-2-yl)-2-(4-nitro-phenylamino)-acetamide), B.CSC (borane dimethylsulfide). Reagents/catalysts: [Ni] (Raney nickel). Solvent: C1CCOC1 (THF), CO (methanol). Yields the product CC1=CC(=NC(=C1)C)NCCN(C1=CC=C(C=C1)N)C (N-[2-(4,6-Dimethyl-pyridin-2-ylamino)-ethyl]-N-methyl-benzene-1,4-diamine). As a reaction SMILES: [CH3:1][C:2]1[CH:7]=[C:6]([CH3:8])[N:5]=[C:4]([NH:9][C:10](=O)[CH2:11][NH:12][C:13]2[CH:18]=[CH:17][C:16]([N+:19]([O-])=O)=[CH:15][CH:14]=2)[CH:3]=1.B.[CH3:24]SC>C1COCC1.[Ni].CO>[CH3:1][C:2]1[CH:7]=[C:6]([CH3:8])[N:5]=[C:4]([NH:9][CH2:10][CH2:11][N:12]([CH3:24])[C:13]2[CH:18]=[CH:17][C:16]([NH2:19])=[CH:15][CH:14]=2)[CH:3]=1 |f:1.2|. Procedure details: From 1-fluoro-4-nitrobenzene by heating with glycine at reflux in a mixture of aqueous sodium bicarbonate and dioxane to give (4-nitro-phenylamino)-acetic acid, followed by treatment with formaldehyde and formic acid at reflux to give [methyl-(4-nitro-phenyl)-amino]-acetic acid. Treatment with thionyl chloride and catalytic DMF to give the acid chloride followed by amide formation with 2-amino-4,6-dimethylpyridine in triethylamine and chloroform gives N-(4,6-dimethyl-pyridin-2-yl)-2-(4-nitro-phe...